Dataset: the Open Reaction Database (ORD), a public repository of structured organic reaction records. Task: describe an organic reaction: reactants, conditions, products, and yield Starting materials: C(C)OC(CN(CCC(C)=O)C(=O)OC(C)(C)C)=O ([tert-Butoxycarbonyl-(3-oxo-butyl)-amino]-acetic acid ethyl ester), CC(C)([O-])C.[K+] (potassium tert-butoxide). The solvent is C1(=CC=CC=C1)C (toluene). Run at temperature 0 celsius, time 45 minute. Yields the product CCOC(=O)C1N(CCC1(C)O)C(=O)OC(C)(C)C (3-Hydroxy-3-methyl-pyrrolidine-1,2-dicarboxylic acid 1-tert-butyl ester 2-ethyl ester). The yield is 10.6%. As a reaction SMILES: [CH2:1]([O:3][C:4](=[O:19])[CH2:5][N:6]([C:12]([O:14][C:15]([CH3:18])([CH3:17])[CH3:16])=[O:13])[CH2:7][CH2:8][C:9](=[O:11])[CH3:10])[CH3:2].CC(C)([O-])C.[K+]>C1(C)C=CC=CC=1>[CH3:2][CH2:1][O:3][C:4]([CH:5]1[C:9]([OH:11])([CH3:10])[CH2:8][CH2:7][N:6]1[C:12]([O:14][C:15]([CH3:18])([CH3:17])[CH3:16])=[O:13])=[O:19] |f:1.2|. Reported procedure: To a solution of 27A (5 g, 18.29 mmol) in toluene (100 mL) cooled at 0° C. was added solid potassium tert-butoxide (2.05 g, 18.29 mmol) in small portions to maintain the solution temperature <5° C. The reaction was stirred at 0° C. for 45 min, then quenched by addition of ice-cooled 10% aqueous KHSO4 solution and extracted with CH2Cl2 (3×). The combined organic extracts were washed with brine, dried over Na2SO4 and filtered. The filtrate was concentrated under reduced pressure to give a brown oi...